From a dataset of the Open Reaction Database (ORD), a public repository of structured organic reaction records. describe an organic reaction: reactants, conditions, products, and yield Reactants: C1CCOC1, COc1ccc(N)cc1O, CC(=O)Nc1cccc(C(=O)c2ccc3c(c2)NC(=O)C3=CO)c1. Reaction SMILES: [CH2:35]1[O:36][CH2:37][CH2:38][CH2:39]1.[NH2:25][c:26]1[cH:27][cH:28][c:29]([O:33][CH3:34])[c:30]([OH:32])[cH:31]1.[OH:1][CH:2]=[C:3]1[C:4](=[O:24])[NH:5][c:6]2[cH:7][c:8]([C:12](=[O:13])[c:14]3[cH:15][c:16]([NH:20][C:21]([CH3:22])=[O:23])[cH:17][cH:18][cH:19]3)[cH:9][cH:10][c:11]21>>[CH:2](=[C:3]1[C:4](=[O:24])[NH:5][c:6]2[cH:7][c:8]([C:12](=[O:13])[c:14]3[cH:15][c:16]([NH:20][C:21]([CH3:22])=[O:23])[cH:17][cH:18][cH:19]3)[cH:9][cH:10][c:11]21)[NH:25][c:26]1[cH:27][cH:28][c:29]([O:33][CH3:34])[c:30]([OH:32])[cH:31]1. Yields the product COc1ccc(NC=C2C(=O)Nc3cc(C(=O)c4cccc(NC(C)=O)c4)ccc32)cc1O. The product is CCC=COc1cc(NC(=O)OC)ccc1OC. As a reaction SMILES: [C:15](=[O:16])([O-:17])[O-:18].[CH2:21]([CH:22]=[CH:23][CH3:24])[Cl:25].[CH3:1][O:2][C:3](=[O:4])[NH:5][c:6]1[cH:7][c:8]([OH:14])[c:9]([O:12][CH3:13])[cH:10][cH:11]1.[CH3:27][N:28]([CH3:29])[CH:30]=[O:31].[CH3:32][CH2:33][O:34][C:35](=[O:36])[CH3:37].[K+:19].[K+:20].[OH2:26]>>[CH3:1][O:2][C:3](=[O:4])[NH:5][c:6]1[cH:7][c:8]([O:14][CH:21]=[CH:22][CH2:23][CH3:24])[c:9]([O:12][CH3:13])[cH:10][cH:11]1. Starting materials: O=C([O-])[O-], CC=CCCl, COC(=O)Nc1ccc(OC)c(O)c1, CN(C)C=O, CCOC(C)=O, [K+], [K+], O. The reactants are SC=1NC=C(N1)C1=CC=C(C=C1)[N+](=O)[O-] (2-Mercapto-4-(4-nitro-phenyl)-1H-imidazole), [Na] (sodium), IC (iodomethane). The solvent is C(C)O (ethanol), C(C)O (ethanol). Run at time 15 minute. Product: CSC=1NC=C(N1)C1=CC=C(C=C1)[N+](=O)[O-] (2-Methylthio-4-(4-nitro-phenyl)-1H-imidazole). Yield: 80.7%. Reaction SMILES: [SH:1][C:2]1[NH:3][CH:4]=[C:5]([C:7]2[CH:12]=[CH:11][C:10]([N+:13]([O-:15])=[O:14])=[CH:9][CH:8]=2)[N:6]=1.[Na].I[CH3:18]>C(O)C>[CH3:18][S:1][C:2]1[NH:3][CH:4]=[C:5]([C:7]2[CH:8]=[CH:9][C:10]([N+:13]([O-:15])=[O:14])=[CH:11][CH:12]=2)[N:6]=1 |^1:15|. Procedure: 2-Mercapto-4-(4-nitro-phenyl)-1H-imidazole (21.1 g) was added in portions to a solution of sodium (2.3 g) in ethanol (190 ml). After 15 minutes of stirring, a solution of iodomethane (14.2 g) in ethanol (50 ml) was added dropwise. After an additional 2 hours of stirring at room temperature, the solution was evaporated to dryness. The residual solid was treated with water, filtered off and dried to give 18.1 g of the title compound.